Dataset: the Open Reaction Database (ORD), a public repository of structured organic reaction records. Task: describe an organic reaction: reactants, conditions, products, and yield The reactants are C(C)(=O)O[BH-](OC(C)=O)OC(C)=O.[Na+] (sodium triacetoxyborohydride), C(C)(C)(C)OC(=O)N1CCC(CC1)=O (4-Oxo-piperidine-1-carboxylic acid tert-butyl ester), N1CCOCC1 (morpholine), C(C)(=O)O (acetic acid). Solvent: ClC(C)Cl (dichloroethane), ClCCl (dichloromethane). Run at time 2 hour. The product is C(C)(C)(C)OC(=O)N1CCC(CC1)N1CCOCC1 (4-morpholin-4-yl-piperidine-1-carboxylic acid tert-butyl ester). The yield is 94.7%. Reaction SMILES: [C:1]([O:5][C:6]([N:8]1[CH2:13][CH2:12][C:11](=O)[CH2:10][CH2:9]1)=[O:7])([CH3:4])([CH3:3])[CH3:2].[NH:15]1[CH2:20][CH2:19][O:18][CH2:17][CH2:16]1.C(O)(=O)C.C(O[BH-](OC(=O)C)OC(=O)C)(=O)C.[Na+]>ClC(Cl)C.ClCCl>[C:1]([O:5][C:6]([N:8]1[CH2:13][CH2:12][CH:11]([N:15]2[CH2:20][CH2:19][O:18][CH2:17][CH2:16]2)[CH2:10][CH2:9]1)=[O:7])([CH3:4])([CH3:3])[CH3:2] |f:3.4|. Reported procedure: 4-Oxo-piperidine-1-carboxylic acid tert-butyl ester (2.99 g, 15 mmole), morpholine (1.4 mL, 15.8 mmole), acetic acid (11.0 mL, 18 mmole) were dissolved in 30 mL dichloroethane and sodium triacetoxyborohydride (6.36 g, 30 mmole) was added and the reaction mixture was stirred at room temperature for 2 hours. The mixture was diluted with dichloromethane and then washed with 2N NaOH, water, and dried (MgSO4). Filtration and evaporation gave 3.84 g (95%) 4-morpholin-4-yl-piperidine-1-carboxylic acid ... Starting materials: ClC1=C(C(=CC=C1)Cl)C1=NN(C(N1)=O)C1=CC(=C(C(=O)OC)C=C1)OC (methyl 4-(3-(2,6-dichlorophenyl)-5-oxo-4,5-dihydro-1H-1,2,4-triazol-1-yl)-2-methoxybenzoate), [H-].[Na+] (NaH), C(C)Br (Ethyl bromide). Run in CN(C)C=O (DMF). Run at time 25 minute. Product: ClC1=C(C(=CC=C1)Cl)C1=NN(C(N1CC)=O)C1=CC(=C(C(=O)OC)C=C1)OC (Methyl 4-(3-(2,6-dichlorophenyl)-4-ethyl-5-oxo-4,5-dihydro-1H-1,2,4-triazol-1-yl)-2-methoxybenzoate). Yield: 37.9%. As a reaction SMILES: [Cl:1][C:2]1[CH:7]=[CH:6][CH:5]=[C:4]([Cl:8])[C:3]=1[C:9]1[NH:13][C:12](=[O:14])[N:11]([C:15]2[CH:24]=[CH:23][C:18]([C:19]([O:21][CH3:22])=[O:20])=[C:17]([O:25][CH3:26])[CH:16]=2)[N:10]=1.[H-].[Na+].[CH2:29](Br)[CH3:30]>CN(C=O)C>[Cl:1][C:2]1[CH:7]=[CH:6][CH:5]=[C:4]([Cl:8])[C:3]=1[C:9]1[N:13]([CH2:29][CH3:30])[C:12](=[O:14])[N:11]([C:15]2[CH:24]=[CH:23][C:18]([C:19]([O:21][CH3:22])=[O:20])=[C:17]([O:25][CH3:26])[CH:16]=2)[N:10]=1 |f:1.2|. Procedure details: To a solution of methyl 4-(3-(2,6-dichlorophenyl)-5-oxo-4,5-dihydro-1H-1,2,4-triazol-1-yl)-2-methoxybenzoate (Intermediate-21, 0.100 g, 0.25 mmol) in dry DMF (3 mL) was added NaH (0.012 g, 0.30 mmol) at 0° C. and the reaction mixture was stirred for 20-30 minutes. Ethyl bromide (0.028 g, 0.25 mmol) was added and the reaction mixture was further stirred at 60° C. for 5-6 h. The reaction mass was quenched with water and extracted in ethyl acetate. The organic layer was dried and concentrated to af... Reaction SMILES: [C:1]([CH3:2])([CH3:3])([CH3:4])[c:5]1[cH:6][cH:7][c:8]([CH2:9][O:10][c:11]2[cH:12][c:13]([CH:25]([C:26]#[CH:27])[OH:28])[cH:14][c:15]3[c:20]2[C:19]([CH3:21])([CH3:22])[CH2:18][CH2:17][C:16]3([CH3:23])[CH3:24])[cH:29][cH:30]1.[Cu:41]([I:42])[I:43].[I:31][c:32]1[cH:33][cH:34][c:35]([C:36](=[O:37])[OH:38])[cH:39][cH:40]1>>[C:1]([CH3:2])([CH3:3])([CH3:4])[c:5]1[cH:6][cH:7][c:8]([CH2:9][O:10][c:11]2[cH:12][c:13]([CH:25]([C:26]#[C:27][c:32]3[cH:33][cH:34][c:35]([C:36](=[O:37])[OH:38])[cH:39][cH:40]3)[OH:28])[cH:14][c:15]3[c:20]2[C:19]([CH3:21])([CH3:22])[CH2:18][CH2:17][C:16]3([CH3:23])[CH3:24])[cH:29][cH:30]1. Starting materials: C#CC(O)c1cc(OCc2ccc(C(C)(C)C)cc2)c2c(c1)C(C)(C)CCC2(C)C, I[Cu]I, O=C(O)c1ccc(I)cc1. Yields the product CC(C)(C)c1ccc(COc2cc(C(O)C#Cc3ccc(C(=O)O)cc3)cc3c2C(C)(C)CCC3(C)C)cc1. Starting materials: C(C)OC(=O)C1=CC2=C(N(C(=N2)NC2=C(C=CC=C2F)F)C)C=C1 (2-(2,6-difluoro-phenylamino)-1-methyl-1H-benzimidazole-5-carboxylic acid ethyl ester), [OH-].[Na+] (NaOH). The solvent is C(C)O (ethanol). Product: FC1=C(C(=CC=C1)F)NC1=NC2=C(N1C)C=CC(=C2)C(=O)O (2-(2,6-Difluoro-phenylamino)-1-methyl-1H-benzimidazole-5-carboxylic acid). RXN SMILES: C([O:3][C:4]([C:6]1[CH:24]=[CH:23][C:9]2[N:10]([CH3:22])[C:11]([NH:13][C:14]3[C:19]([F:20])=[CH:18][CH:17]=[CH:16][C:15]=3[F:21])=[N:12][C:8]=2[CH:7]=1)=[O:5])C.[OH-].[Na+]>C(O)C>[F:21][C:15]1[CH:16]=[CH:17][CH:18]=[C:19]([F:20])[C:14]=1[NH:13][C:11]1[N:10]([CH3:22])[C:9]2[CH:23]=[CH:24][C:6]([C:4]([OH:5])=[O:3])=[CH:7][C:8]=2[N:12]=1 |f:1.2|. Procedure details: Prepared analogously to example 3b from 2-(2,6-difluoro-phenylamino)-1-methyl-1H-benzimidazole-5-carboxylic acid ethyl ester and NaOH in ethanol. The reactants are ClCCl, CC(=O)NC1(c2ccccc2)CCN(CC=CC2CC2(C(=O)N(C)Cc2ccc(F)cc2)c2ccc(Cl)c(Cl)c2)CC1. Yields the product CC(=O)NC1(c2ccccc2)CCN(CCCC2CC2(C(=O)N(C)Cc2ccc(F)cc2)c2ccc(Cl)c(Cl)c2)CC1. Reaction SMILES: [Cl:43][CH2:44][Cl:45].[F:1][c:2]1[cH:3][cH:4][c:5]([CH2:6][N:7]([C:8](=[O:9])[C:10]2([c:32]3[cH:33][c:34]([Cl:39])[c:35]([Cl:38])[cH:36][cH:37]3)[CH:11]([CH:13]=[CH:14][CH2:15][N:16]3[CH2:17][CH2:18][C:19]([c:22]4[cH:23][cH:24][cH:25][cH:26][cH:27]4)([NH:28][C:29]([CH3:30])=[O:31])[CH2:20][CH2:21]3)[CH2:12]2)[CH3:40])[cH:41][cH:42]1>>[F:1][c:2]1[cH:3][cH:4][c:5]([CH2:6][N:7]([C:8](=[O:9])[C:10]2([c:32]3[cH:33][c:34]([Cl:39])[c:35]([Cl:38])[cH:36][cH:37]3)[CH:11]([CH2:13][CH2:14][CH2:15][N:16]3[CH2:17][CH2:18][C:19]([c:22]4[cH:23][cH:24][cH:25][cH:26][cH:27]4)([NH:28][C:29]([CH3:30])=[O:31])[CH2:20][CH2:21]3)[CH2:12]2)[CH3:40])[cH:41][cH:42]1. Reactants: Cc1cc(N2CC(S(=O)(=O)c3ccc(F)cc3C(F)(F)F)CC2C(=O)NC2(C#N)CC2)n(C2CCC2)n1, CN1CCNCC1, CC#N, CCN(C(C)C)C(C)C. Yields the product Cc1cc(N2CC(S(=O)(=O)c3ccc(N4CCN(C)CC4)cc3C(F)(F)F)CC2C(=O)NC2(C#N)CC2)n(C2CCC2)n1. Reaction SMILES: [C:17](#[N:18])[C:19]1([NH:22][C:23](=[O:24])[CH:25]2[N:26]([c:44]3[n:45]([CH:50]4[CH2:51][CH2:52][CH2:53]4)[n:46][c:47]([CH3:49])[cH:48]3)[CH2:27][CH:28]([S:30](=[O:31])(=[O:32])[c:33]3[c:34]([C:40]([F:41])([F:42])[F:43])[cH:35][c:36]([F:39])[cH:37][cH:38]3)[CH2:29]2)[CH2:20][CH2:21]1.[CH3:1][N:2]1[CH2:3][CH2:4][NH:5][CH2:6][CH2:7]1.[CH3:54][C:55]#[N:56].[CH:8]([N:9]([CH2:10][CH3:11])[CH:12]([CH3:13])[CH3:14])([CH3:15])[CH3:16]>>[CH3:1][N:2]1[CH2:3][CH2:4][N:5]([c:36]2[cH:35][c:34]([C:40]([F:41])([F:42])[F:43])[c:33]([S:30]([CH:28]3[CH2:27][N:26]([c:44]4[n:45]([CH:50]5[CH2:51][CH2:52][CH2:53]5)[n:46][c:47]([CH3:49])[cH:48]4)[CH:25]([C:23]([NH:22][C:19]4([C:17]#[N:18])[CH2:20][CH2:21]4)=[O:24])[CH2:29]3)(=[O:31])=[O:32])[cH:38][cH:37]2)[CH2:6][CH2:7]1.